Dataset: the Open Reaction Database (ORD), a public repository of structured organic reaction records. Task: describe an organic reaction: reactants, conditions, products, and yield The reactants are FC1=C(COC=2C=3N(C=C(C2)C(=O)O)C=C(N3)C)C=CC=C1 (8-[(2-fluorobenzyl)oxy]-2-methylimidazo[1,2-a]pyridine-6-carboxylic acid), S(O)(O)(=O)=O (sulfuric acid), C(C)O (ethanol). The product is FC1=C(COC=2C=3N(C=C(C2)C(=O)OCC)C=C(N3)C)C=CC=C1 (ethyl 8-[(2-fluorobenzyl)oxy]-2-methylimidazo[1,2-a]pyridine-6-carboxylate). RXN SMILES: [F:1][C:2]1[CH:22]=[CH:21][CH:20]=[CH:19][C:3]=1[CH2:4][O:5][C:6]1[C:7]2[N:8]([CH:15]=[C:16]([CH3:18])[N:17]=2)[CH:9]=[C:10]([C:12]([OH:14])=[O:13])[CH:11]=1.S(=O)(=O)(O)O.[CH2:28](O)[CH3:29]>>[F:1][C:2]1[CH:22]=[CH:21][CH:20]=[CH:19][C:3]=1[CH2:4][O:5][C:6]1[C:7]2[N:8]([CH:15]=[C:16]([CH3:18])[N:17]=2)[CH:9]=[C:10]([C:12]([O:14][CH2:28][CH3:29])=[O:13])[CH:11]=1. Procedure: To 350 mg of 8-[(2-fluorobenzyl)oxy]-2-methylimidazo[1,2-a]pyridine-6-carboxylic acid were added 18 ml of ethanol and 200 μl of sulfuric acid, followed by heating to reflux overnight. Under reduced pressure, the solvent was removed by filtration to around one third of the amount thereof, and a saturated aqueous sodium hydrogen carbonate solution and chloroform were then added thereto to carry out a layer separation operation. The organic layer was dried over anhydrous sodium sulfate and the solv... Reactants: COC(=O)c1cc(-c2c(C)cnn2C)c(C)o1, [Na+], C1CCOC1, [OH-]. Product: Cc1cnn(C)c1-c1cc(C(=O)O)oc1C. Reaction SMILES: [CH3:1][n:2]1[n:3][cH:4][c:5]([CH3:17])[c:6]1-[c:7]1[cH:8][c:9]([C:13](=[O:14])[O:15][CH3:16])[o:10][c:11]1[CH3:12].[Na+:19].[O:20]1[CH2:21][CH2:22][CH2:23][CH2:24]1.[OH-:18]>>[CH3:1][n:2]1[n:3][cH:4][c:5]([CH3:17])[c:6]1-[c:7]1[cH:8][c:9]([C:13](=[O:14])[OH:15])[o:10][c:11]1[CH3:12]. Starting materials: OC1CCN(CC1)C(=O)N1CC(CC(C1)C1=CC=C(C=C1)CC(F)(F)F)C(=O)OC (Methyl 1-[(4-hydroxypiperidin-1-yl)carbonyl]-5-[4-(2,2,2-trifluoroethyl)phenyl]piperidine-3-carboxylate), CC(C)([O-])C.[K+] (potassium tert-butoxide). The solvent is CO (methanol). Run at temperature 60 celsius, time 5 hour. Yields the product OC1CCN(CC1)C(=O)N1CC(CC(C1)C1=CC=C(C=C1)CC(F)(F)F)C(=O)O (1-[(4-Hydroxypiperidin-1-yl)carbonyl]-5-[4-(2,2,2-trifluoroethyl)phenyl]piperidine-3-carboxylic acid). RXN SMILES: [OH:1][CH:2]1[CH2:7][CH2:6][N:5]([C:8]([N:10]2[CH2:15][CH:14]([C:16]3[CH:21]=[CH:20][C:19]([CH2:22][C:23]([F:26])([F:25])[F:24])=[CH:18][CH:17]=3)[CH2:13][CH:12]([C:27]([O:29]C)=[O:28])[CH2:11]2)=[O:9])[CH2:4][CH2:3]1.CC(C)([O-])C.[K+]>CO>[OH:1][CH:2]1[CH2:3][CH2:4][N:5]([C:8]([N:10]2[CH2:15][CH:14]([C:16]3[CH:21]=[CH:20][C:19]([CH2:22][C:23]([F:24])([F:25])[F:26])=[CH:18][CH:17]=3)[CH2:13][CH:12]([C:27]([OH:29])=[O:28])[CH2:11]2)=[O:9])[CH2:6][CH2:7]1 |f:1.2|. Procedure details: To a solution of 733 mg (1.71 mmol) of the compound from Example 57A in methanol (32 ml) were added, at RT, 1.92 g (17.1 mmol) of potassium tert-butoxide. The mixture was stirred at 60° C. for 5 h. For workup, the methanol was removed under reduced pressure, and the residue was admixed with water and acidified (pH=1) with aqueous 1 N hydrochloric acid solution. The mixture was extracted with ethyl acetate, and the organic phase was dried with magnesium sulphate, filtered and concentrated under r... The reactants are C(CC(O)(C(=O)O)CC(=O)O)(=O)O (citric acid), C([O-])(O)=O.[OH-].[Co+2] (cobalt (II) hydroxide carbonate). The solvent is O (water), O (water). Reaction conditions: temperature 80 celsius. Product: C(CC(O)(C(=O)[O-])CC(=O)[O-])(=O)[O-].[Co+3] (cobalt citrate). Yield: 129.2%. Reaction SMILES: [C:1]([OH:13])(=[O:12])[CH2:2][C:3]([CH2:8][C:9]([OH:11])=[O:10])([C:5]([OH:7])=[O:6])[OH:4].C(=O)(O)[O-].[OH-].[Co+2:19]>O>[C:1]([O-:13])(=[O:12])[CH2:2][C:3]([CH2:8][C:9]([O-:11])=[O:10])([C:5]([O-:7])=[O:6])[OH:4].[Co+3:19] |f:1.2.3,5.6|. Reported procedure: 422.4 g citric acid were dissolved in 600 ml water, heated to about 80° C., and reacted at a temperature of 100° C. with a mash of 315.2 g cobalt (II) hydroxide carbonate in 1400 ml water, which was added slowly. After filtration and spray drying, 704.4 g cobalt citrate of a cobalt content of 24.8% by weight was obtained, which is about equivalent to 99% by weight of the cobalt feed. The reactants are CCI, c1ccc(CN2CCC3(CC2)OCCO3)cc1, CCCCCCCBr, I, [Mg], c1ccccc1. Product: CCCCCCCC1(OCCO)CCN(Cc2ccccc2)CC1. RXN SMILES: [CH2:10]([I:11])[CH3:12].[CH2:14]([c:15]1[cH:16][cH:17][cH:18][cH:19][cH:20]1)[N:21]1[CH2:22][CH2:23][C:24]2([O:25][CH2:26][CH2:27][O:28]2)[CH2:29][CH2:30]1.[CH2:1]([CH2:2][CH2:3][CH2:4][CH2:5][CH2:6][CH3:7])[Br:8].[I:13].[Mg:9].[cH:31]1[cH:32][cH:33][cH:34][cH:35][cH:36]1>>[CH2:1]([CH2:2][CH2:3][CH2:4][CH2:5][CH2:6][CH3:7])[C:24]1([O:28][CH2:27][CH2:26][OH:25])[CH2:23][CH2:22][N:21]([CH2:14][c:15]2[cH:16][cH:17][cH:18][cH:19][cH:20]2)[CH2:30][CH2:29]1. Reaction SMILES: [CH:33]([OH:34])([CH3:35])[CH3:36].[Cl:1][c:2]1[n:3][cH:4][n:5][c:6]2[cH:7][c:8](-[c:12]3[c:13]([C:18]([F:19])([F:20])[F:21])[cH:14][cH:15][cH:16][cH:17]3)[cH:9][cH:10][c:11]12.[F:22][C:23]([c:24]1[cH:25][cH:26][c:27]([NH2:28])[cH:29][cH:30]1)([F:31])[F:32]>>[ClH:1].[c:2]1([NH:28][c:27]2[cH:26][cH:25][c:24]([C:23]([F:22])([F:31])[F:32])[cH:30][cH:29]2)[n:3][cH:4][n:5][c:6]2[cH:7][c:8](-[c:12]3[c:13]([C:18]([F:19])([F:20])[F:21])[cH:14][cH:15][cH:16][cH:17]3)[cH:9][cH:10][c:11]12. Yields the product Cl, FC(F)(F)c1ccc(Nc2ncnc3cc(-c4ccccc4C(F)(F)F)ccc23)cc1. Starting materials: CC(C)O, FC(F)(F)c1ccccc1-c1ccc2c(Cl)ncnc2c1, Nc1ccc(C(F)(F)F)cc1. Reported procedure: 5-[2-[(Butylamino)carbonyl]-3-methylbutyl]-4-(cyclohexylmethyl)-2,2-dimethyl-3-oxazolidinecarboxylic acid, 1,1-dimethylethyl ester (171 mg, 0.366 mmol) was dissolved in an HCl/dioxane solution (1.37 mL, 4N HCl) at 0° C. and allowed to stand for two h. The solution was concentrated in vacuo. Silica gel chromatography (35:5:0.1 CH2Cl2 :MeOH:NH4OH) of the concentrate afforded the title compound as the free base (88.5 mg, 74%) which was subsequently converted to the hydrochloride salt. The free base... RXN SMILES: [CH2:1]([NH:5][C:6]([CH:8]([CH:31]([CH3:33])[CH3:32])[CH2:9][CH:10]1[O:14]C(C)(C)[N:12](C(OC(C)(C)C)=O)[CH:11]1[CH2:24][CH:25]1[CH2:30][CH2:29][CH2:28][CH2:27][CH2:26]1)=[O:7])[CH2:2][CH2:3][CH3:4].[ClH:34].O1CCOCC1>>[NH4+:5].[OH-:7].[ClH:34].[NH2:12][CH:11]([CH2:24][CH:25]1[CH2:26][CH2:27][CH2:28][CH2:29][CH2:30]1)[CH:10]([OH:14])[CH2:9][CH:8]([CH:31]([CH3:32])[CH3:33])[C:6]([NH:5][CH2:1][CH2:2][CH2:3][CH3:4])=[O:7] |f:1.2,3.4,5.6|. Product: [NH4+].[OH-] (NH4OH), Cl.NC(C(CC(C(=O)NCCCC)C(C)C)O)CC1CCCCC1 (δ-Amino-N-butyl-γ-hydroxy-α-(1-methylethyl)-cyclohexanehexanamide hydrochloride), base. Yield: 74.0%. Starting materials: C(CCC)NC(=O)C(CC1C(N(C(O1)(C)C)C(=O)OC(C)(C)C)CC1CCCCC1)C(C)C (5-[2-[(Butylamino)carbonyl]-3-methylbutyl]-4-(cyclohexylmethyl)-2,2-dimethyl-3-oxazolidinecarboxylic acid, 1,1-dimethylethyl ester), Cl.O1CCOCC1 (HCl dioxane). Reaction conditions: time 2 hour. Product: CC1(N(C(CCC1)(C)C)C1=NC(=CC=C1)N1C(CCCC1(C)C)(C)C)C (2,6-bis(2,2,6,6-tetramethylpiperidin-1-yl)pyridine). Reaction SMILES: [CH3:1][C:2]1([CH3:10])[CH2:7][CH2:6][CH2:5][C:4]([CH3:9])([CH3:8])[NH:3]1.[K].C[Si]([N-][Si](C)(C)C)(C)C.Br[C:22]1[CH:27]=[CH:26][CH:25]=[C:24](Br)[N:23]=1>O1CCOCC1>[CH3:1][C:2]1([CH3:10])[CH2:7][CH2:6][CH2:5][C:4]([CH3:9])([CH3:8])[N:3]1[C:22]1[CH:27]=[CH:26][CH:25]=[C:24]([N:3]2[C:4]([CH3:9])([CH3:8])[CH2:5][CH2:6][CH2:7][C:2]2([CH3:10])[CH3:1])[N:23]=1 |f:1.2,^1:10|. Reactants: CC1(NC(CCC1)(C)C)C (2,2,6,6-tetramethylpiperidine), [K].C[Si](C)(C)[N-][Si](C)(C)C (potassium bis(trimethylsilyl)amide), BrC1=NC(=CC=C1)Br (2,6-dibromopyridine). Run in O1CCOCC1 (1,4-dioxane). Procedure details: To a 1,4-dioxane solution (30 ml) of 2,2,6,6-tetramethylpiperidine (3.11 g, 22.0 mmol) and potassium-bis(trimethylsilyl)amide (4.39 g, 22.0 mmol)2 was added 2,6-dibromopyridine (2.37 g, 10.0 mmol). The reaction mixture was stirred vigorously at 100° C. overnight. After cooling down to room temperature, the reaction was quenched with water and extracted with diethyl ether/THF (1:1) mixtures. The combined extracts were washed with 1 M Na2CO3, dried over MgSO4, filtrated, and evaporated to dryness.... Reaction conditions: temperature 100 celsius, time 8 hour.